Dataset: the Open Reaction Database (ORD), a public repository of structured organic reaction records. Task: describe an organic reaction: reactants, conditions, products, and yield The reactants are [Cl-].[NH4+] (ammonium chloride), ClC1=CC(=C(C=C1)C1=CC=CC=C1)N (4-chloro-1,1′-biphenyl-2-ylamine), N1=CC=CC=C1 (pyridine), C(C)(=O)OC(C)=O (acetic anhydride). Reagents/catalysts: CN(C1=CC=NC=C1)C (4-(dimethylamino)pyridine). Solvent: C(C)(=O)OCC.CCCCCC (ethyl acetate hexane), C1(=CC=CC=C1)C (Toluene), ClCCl (dichloromethane). Run at time 12 hour. Product: ClC1=CC(=C(C=C1)C1=CC=CC=C1)NC(C)=O (N-(4-Chloro-1,1′-biphenyl-2-yl)acetamide), solid. The yield is 93.0%. As a reaction SMILES: [Cl:1][C:2]1[CH:7]=[CH:6][C:5]([C:8]2[CH:13]=[CH:12][CH:11]=[CH:10][CH:9]=2)=[C:4]([NH2:14])[CH:3]=1.N1C=CC=CC=1.[C:21](OC(=O)C)(=[O:23])[CH3:22].[Cl-].[NH4+]>ClCCl.CN(C)C1C=CN=CC=1.C(OCC)(=O)C.CCCCCC.C1(C)C=CC=CC=1>[Cl:1][C:2]1[CH:7]=[CH:6][C:5]([C:8]2[CH:13]=[CH:12][CH:11]=[CH:10][CH:9]=2)=[C:4]([NH:14][C:21](=[O:23])[CH3:22])[CH:3]=1 |f:3.4,7.8|. Procedure details: A stirred solution of 4-chloro-1,1′-biphenyl-2-ylamine (3.46 g, 17.0 mmol) in dichloromethane (8.5 mL) was treated with pyridine (3.2 mL, 39 mmol), acetic anhydride (1.77 mL, 18.7 mmol), and 4-(dimethylamino)pyridine (0.62 g, 0.51 mmol) and stirred at room temperature for 12 hours. A saturated, aqueous solution of ammonium chloride (150 mL) was added, and the layers were separated. The aqueous phase was extracted with dichloromethane (3×75 mL). The combined organic phase was washed sequentially ... Reactants: C(O)([O-])=O.[Na+].C([O-])([O-])=O.[Na+].[Na+] (sodium hydrogen carbonate sodium carbonate), C(O)([O-])=O.[Na+] (sodium hydrogen carbonate), C(C)(C)(C)OC(N(C)[C@H](CC1=CC2=CC=CC=C2C=C1)C(N(C)[C@H](CC1=C(C=CC=C1)F)C(NC)=O)=O)=O (N-((1R)1-(N-((1R)-2-(2-Fluorophenyl)-1-(methylcarbamoyl)ethyl)-N-methyl-carbamoyl)-2-(2-naphthyl)ethyl)-N-methylcarbamic acid tert-butylester), FC(C(=O)O)(F)F (Trifluoroacetic acid). Solvent: C(Cl)Cl (Methylene chloride), C(Cl)Cl (methylene chloride). Conditions: time 15 minute. Yields the product FC1=C(C=CC=C1)C[C@H](C(NC)=O)N(C([C@@H](CC1=CC2=CC=CC=C2C=C1)NC)=O)C ((2R)-N-((1R)-2-(2-fluorophenyl)-1-(methylcarbamoyl)ethyl)-N-methyl-2-methylamino-3-(2-naphthyl)propionamide). Yield: 97.4%. RXN SMILES: C(O[C:6](=O)[N:7]([C@@H:9]([C:21](=[O:37])[N:22]([C@@H:24]([C:33](=[O:36])[NH:34][CH3:35])[CH2:25][C:26]1[CH:31]=[CH:30][CH:29]=[CH:28][C:27]=1[F:32])[CH3:23])[CH2:10][C:11]1[CH:20]=[CH:19][C:18]2[C:13](=[CH:14][CH:15]=[CH:16][CH:17]=2)[CH:12]=1)C)(C)(C)C.FC(F)(F)C(O)=O.C(=O)([O-])O.[Na+].C(=O)([O-])[O-].[Na+].[Na+].C(=O)([O-])O.[Na+]>C(Cl)Cl>[F:32][C:27]1[CH:28]=[CH:29][CH:30]=[CH:31][C:26]=1[CH2:25][C@@H:24]([N:22]([CH3:23])[C:21](=[O:37])[C@H:9]([NH:7][CH3:6])[CH2:10][C:11]1[CH:20]=[CH:19][C:18]2[C:13](=[CH:14][CH:15]=[CH:16][CH:17]=2)[CH:12]=1)[C:33](=[O:36])[NH:34][CH3:35] |f:2.3.4.5.6,7.8|. Procedure details: N-((1R)1-(N-((1R)-2-(2-Fluorophenyl)-1-(methylcarbamoyl)ethyl)-N-methyl-carbamoyl)-2-(2-naphthyl)ethyl)-N-methylcarbamic acid tert-butylester (0.85 g; 1.63 mmol) was dissolved in methylene chloride (5 mL). Trifluoroacetic acid (5 mL) was added and the reaction mixture was stirred for 15 min at room temperature. Methylene chloride (25 mL), an aqueous solution of sodium hydrogen carbonate/sodium carbonate (pH 9; 25 mL) and sodium hydrogen carbonate (solid) were added to the reaction mixture until ... Yields the product CCc1occc(=O)c1OCc1ccccc1. Starting materials: CCc1occc(=O)c1O, CO, ClCc1ccccc1, [Na+], [OH-], O. Reaction SMILES: [CH2:1]([CH3:2])[c:3]1[o:4][cH:5][cH:6][c:7](=[O:10])[c:8]1[OH:9].[CH3:22][OH:23].[Cl:14][CH2:15][c:16]1[cH:17][cH:18][cH:19][cH:20][cH:21]1.[Na+:13].[OH-:12].[OH2:11]>>[CH2:1]([CH3:2])[c:3]1[o:4][cH:5][cH:6][c:7](=[O:10])[c:8]1[O:9][CH2:15][c:16]1[cH:17][cH:18][cH:19][cH:20][cH:21]1. Starting materials: C1CCNC1, C1CCOC1, COc1cc2nc(-c3cccc(NC(=O)CN4CCOCC4)c3)nc(Nc3ccc4c(cnn4C(=O)OC(C)(C)C)c3)c2cc1OCCCl, CN(C)C=O. The product is COc1cc2nc(-c3cccc(NC(=O)CN4CCOCC4)c3)nc(Nc3ccc4c(cnn4C(=O)OC(C)(C)C)c3)c2cc1OCCN1CCCC1. As a reaction SMILES: [CH2:50]1[CH2:51][CH2:52][NH:53][CH2:54]1.[CH2:60]1[O:61][CH2:62][CH2:63][CH2:64]1.[Cl:1][CH2:2][CH2:3][O:4][c:5]1[cH:6][c:7]2[c:8]([NH:33][c:34]3[cH:35][c:36]4[cH:37][n:38][n:39]([C:43](=[O:44])[O:45][C:46]([CH3:47])([CH3:48])[CH3:49])[c:40]4[cH:41][cH:42]3)[n:9][c:10](-[c:17]3[cH:18][c:19]([NH:23][C:24]([CH2:25][N:26]4[CH2:27][CH2:28][O:29][CH2:30][CH2:31]4)=[O:32])[cH:20][cH:21][cH:22]3)[n:11][c:12]2[cH:13][c:14]1[O:15][CH3:16].[O:55]=[CH:56][N:57]([CH3:58])[CH3:59]>>[CH2:2]([CH2:3][O:4][c:5]1[cH:6][c:7]2[c:8]([NH:33][c:34]3[cH:35][c:36]4[cH:37][n:38][n:39]([C:43](=[O:44])[O:45][C:46]([CH3:47])([CH3:48])[CH3:49])[c:40]4[cH:41][cH:42]3)[n:9][c:10](-[c:17]3[cH:18][c:19]([NH:23][C:24]([CH2:25][N:26]4[CH2:27][CH2:28][O:29][CH2:30][CH2:31]4)=[O:32])[cH:20][cH:21][cH:22]3)[n:11][c:12]2[cH:13][c:14]1[O:15][CH3:16])[N:53]1[CH2:52][CH2:51][CH2:50][CH2:54]1. The reactants are C(#N)C=1C=C(OC2=C(C=C(C=C2C#N)NC(=O)N(C)CC(OC)OC)C#N)C=C(C1)C#N (N-[4-(3,5-Dicyanophenoxy)-3,5-dicyanophenyl]-N'-(2,2-dimethoxyethyl)-N'-methylurea), Cl (hydrochloric acid). Solvent: O (water). Product: CN1C(N(C=C1)C1=CC(=C(C(=C1)C#N)OC1=CC(=CC(=C1)C#N)C#N)C#N)=O (1-methyl-3-[4-(3,5-dicyanophenoxy)3,5-dicyanophenyl]-4-imidazolin-2-one). RXN SMILES: [C:1]([C:3]1[CH:4]=[C:5]([CH:28]=[C:29]([C:31]#[N:32])[CH:30]=1)[O:6][C:7]1[C:12]([C:13]#[N:14])=[CH:11][C:10]([NH:15][C:16]([N:18]([CH2:20][CH:21](OC)OC)[CH3:19])=[O:17])=[CH:9][C:8]=1[C:26]#[N:27])#[N:2].Cl>O>[CH3:19][N:18]1[CH:20]=[CH:21][N:15]([C:10]2[CH:9]=[C:8]([C:26]#[N:27])[C:7]([O:6][C:5]3[CH:4]=[C:3]([C:1]#[N:2])[CH:30]=[C:29]([C:31]#[N:32])[CH:28]=3)=[C:12]([C:13]#[N:14])[CH:11]=2)[C:16]1=[O:17]. Procedure: N-[4-(3,5-Dicyanophenoxy)-3,5-dicyanophenyl]-N'-(2,2-dimethoxyethyl)-N'-methylurea (0.02 mole), water (30 ml) and concentrated hydrochloric acid (3 ml) are charged into a glass reaction vessel fitted with a mechanical stirrer, thermometer and condenser. The mixture is refluxed for a period of about 30 minutes then cooled and extracted with ethyl acetate. The extract is washed with dilute aqueous sodium bicarbonate, with two portion of water and is then dried. The ethyl acetate is removed by mild... Starting materials: N[C@H](C(=O)O)CC1=CC=C(C=C1)OCCC=1N=C(OC1C)C1=CC=CC=C1 ((2S)-2-amino-3-{4-[2-(5-methyl-2-phenyl-1,3oxazol-4-yl)ethoxy]phenyl}propanoic acid), C(=O)(C(F)(F)F)O (TFA), C1CCC(CC1)C(CC(C)=O)=O ((4cyclohexyl)-1,3-butanedione). Yields the product C1(CCCCC1)C(\C=C(\C)/N[C@H](C(=O)O)CC1=CC=C(C=C1)OCCC=1N=C(OC1C)C1=CC=CC=C1)=O ((2S)-2-{[(Z)-3-cyclohexyl-1-methyl-3-oxo-1-propenyl]amino}-3-{4-[2-(5-methyl-2-phenyl-1,3-oxazol-4-yl)ethoxy]phenyl}propanoic acid), Example 43. Isolated yield 53.0%. As a reaction SMILES: [NH2:1][C@@H:2]([CH2:6][C:7]1[CH:12]=[CH:11][C:10]([O:13][CH2:14][CH2:15][C:16]2[N:17]=[C:18]([C:22]3[CH:27]=[CH:26][CH:25]=[CH:24][CH:23]=3)[O:19][C:20]=2[CH3:21])=[CH:9][CH:8]=1)[C:3]([OH:5])=[O:4].C(O)(C(F)(F)F)=O.[CH2:35]1[CH2:40][CH2:39][CH:38]([C:41](=[O:46])[CH2:42][C:43](=O)[CH3:44])[CH2:37][CH2:36]1>>[CH:38]1([C:41](=[O:46])/[CH:42]=[C:43](\[NH:1][C@@H:2]([CH2:6][C:7]2[CH:12]=[CH:11][C:10]([O:13][CH2:14][CH2:15][C:16]3[N:17]=[C:18]([C:22]4[CH:27]=[CH:26][CH:25]=[CH:24][CH:23]=4)[O:19][C:20]=3[CH3:21])=[CH:9][CH:8]=2)[C:3]([OH:5])=[O:4])/[CH3:44])[CH2:39][CH2:40][CH2:35][CH2:36][CH2:37]1. Procedure: The title compound was prepared (as described above for the preparation of Example 2) from 428 mg (0.89 mmol) of Intermediate 45 (as the TFA salt) and 150 mg (0.89 mmol) of Intermediate 33 to yield 245 mg (53% yield) of Example 43 as a solid beige-colored glass: TLC (DCM/MeOH (4:1): Rf=0.69; 1H NMR (DMSO-d6, 400 MHz) δ10.79 (d, 1H, J=9.0), 7.89 (m, 2H), 7.50-7.41 (m, 3H), 7.05 (d, 2H, J=8.4), 6.77 (d, 2H, J=8.4), 4.7 (s, 1H), 4.12 (t, 2H, J=6.5), 3.9 (br s, 1H), ), 3.04 (dd, 1H, J=13.6, 4.0), 2.... Reactants: C12(C(=O)CC(CC1)C2(C)C)C (Camphor), C1(=CC=CC2=CC=CC=C12)N (α-naphthylamine), Cl.C1(=CC=CC2=CC=CC=C12)N (α-naphthylamine-HCl), 1, C(#N)[BH3-].[Na+] (Sodium cyanoborohydride). Run in CO (methanol). Reaction conditions: time 48 hour. Product: C12(C(CC(CC1)C2(C)C)NC2=CC=CC1=CC=CC=C21)C ((+)-N-camphanyl-α-naphthylamine). As a reaction SMILES: [C:1]12([CH3:11])[C:8]([CH3:10])([CH3:9])[CH:5]([CH2:6][CH2:7]1)[CH2:4][C:2]2=O.[C:12]1([NH2:22])[C:21]2[C:16](=[CH:17][CH:18]=[CH:19][CH:20]=2)[CH:15]=[CH:14][CH:13]=1.Cl.C1(N)C2C(=CC=CC=2)C=CC=1.C([BH3-])#N.[Na+]>CO>[C:1]12([CH3:11])[C:8]([CH3:10])([CH3:9])[CH:5]([CH2:6][CH2:7]1)[CH2:4][CH:2]2[NH:22][C:12]1[C:21]2[C:16](=[CH:17][CH:18]=[CH:19][CH:20]=2)[CH:15]=[CH:14][CH:13]=1 |f:2.3,4.5|. Reported procedure: Camphor (10 gm), 9.4 gm α-naphthylamine, 0.1 gm α-naphthylamine-HCl and 30 gm 1 A molecular sieves were added to 40 ml anhydrous methanol. Sodium cyanoborohydride (2.5 gm) was added dropwise and stirred under N2 for 48 hours. The sieves were removed by filtration and 5 drops of concentrated HCl were added to the filtrate until it was acidic (pH>7). The solvent was stripped by boiling and 10 gm potassium hydroxide was added to the remaining mixture. The aqueous phase was extracted with ether over...